The task is: describe an organic reaction: reactants, conditions, products, and yield. This data is from the Open Reaction Database (ORD), a public repository of structured organic reaction records. Reactants: C1(=CC=CC=C1)[C@@H]1CC[C@H](CC1)N (trans-4-phenylcyclohexylamine), ClC1=CC=C(C(=O)Cl)C=C1 (4-chlorobenzoylchloride). Product: ClC1=CC=C(C(=O)N[C@@H]2CC[C@H](CC2)C2=CC=CC=C2)C=C1 (trans-N-(4-chlorobenzoyl)-4-phenylcyclohexylamine). Reaction SMILES: [C:1]1([C@H:7]2[CH2:12][CH2:11][C@H:10]([NH2:13])[CH2:9][CH2:8]2)[CH:6]=[CH:5][CH:4]=[CH:3][CH:2]=1.[Cl:14][C:15]1[CH:23]=[CH:22][C:18]([C:19](Cl)=[O:20])=[CH:17][CH:16]=1>>[Cl:14][C:15]1[CH:23]=[CH:22][C:18]([C:19]([NH:13][C@H:10]2[CH2:9][CH2:8][C@H:7]([C:1]3[CH:6]=[CH:5][CH:4]=[CH:3][CH:2]=3)[CH2:12][CH2:11]2)=[O:20])=[CH:17][CH:16]=1. Procedure details: from trans-4-phenylcyclohexylamine and 4-chlorobenzoylchloride. Melting point: 232°-234° C.